From a dataset of the Open Reaction Database (ORD), a public repository of structured organic reaction records. describe an organic reaction: reactants, conditions, products, and yield The reactants are ClC1=CC(=CC=C1)C(=O)OO (Meta-chloroperbenzoic acid), CSC1=NC=C(C(=N1)C1=CN(C2=NC=C(C=C21)C(F)(F)F)S(=O)(=O)C2=CC=C(C)C=C2)C#N (2-(Methylthio)-4-(1-tosyl-5-(trifluoromethyl)-1H-pyrrolo[2,3-b]pyridin-3-yl)pyrimidine-5-carbonitrile), FC1=C(C(=C(C(=C1O)F)F)F)F (Pentafluorophenol). Solvent: ClCCl (dichloromethane). Run at time 5 minute. Yields the product FC1=C(OC2=NC=C(C(=N2)C2=CN(C3=NC=C(C=C32)C(F)(F)F)S(=O)(=O)C3=CC=C(C)C=C3)C#N)C(=C(C(=C1F)F)F)F (2-(perfluorophenoxy)-4-(1-tosyl-5-(trifluoromethyl)-1H-pyrrolo[2,3-b]pyridin-3-yl)pyrimidine-5-carbonitrile). Yield: 30.9%. RXN SMILES: CS[C:3]1[N:8]=[C:7]([C:9]2[C:17]3[C:12](=[N:13][CH:14]=[C:15]([C:18]([F:21])([F:20])[F:19])[CH:16]=3)[N:11]([S:22]([C:25]3[CH:31]=[CH:30][C:28]([CH3:29])=[CH:27][CH:26]=3)(=[O:24])=[O:23])[CH:10]=2)[C:6]([C:32]#[N:33])=[CH:5][N:4]=1.ClC1C=CC=C(C(OO)=O)C=1.[F:45][C:46]1[C:51]([OH:52])=[C:50]([F:53])[C:49]([F:54])=[C:48]([F:55])[C:47]=1[F:56]>ClCCl>[F:45][C:46]1[C:47]([F:56])=[C:48]([F:55])[C:49]([F:54])=[C:50]([F:53])[C:51]=1[O:52][C:3]1[N:8]=[C:7]([C:9]2[C:17]3[C:12](=[N:13][CH:14]=[C:15]([C:18]([F:19])([F:20])[F:21])[CH:16]=3)[N:11]([S:22]([C:25]3[CH:26]=[CH:27][C:28]([CH3:29])=[CH:30][CH:31]=3)(=[O:24])=[O:23])[CH:10]=2)[C:6]([C:32]#[N:33])=[CH:5][N:4]=1. Procedure details: 2-(Methylthio)-4-(1-tosyl-5-(trifluoromethyl)-1H-pyrrolo[2,3-b]pyridin-3-yl)pyrimidine-5-carbonitrile (150 mg, 0.31 mmol) was dissolved in dichloromethane at room temperature. Meta-chloroperbenzoic acid (110 mg, 0.64 mmol) was added in one portion and the reaction was stirred for 5 minutes. Pentafluorophenol (285 mg, 1.55 mmol) was added and the solution was stirred at room temperature for 3 hours. The crude mixture was washed with a diluted solution of sodium bicarbonate and brine. The organic ... Reactants: C(C1=CC=CC=C1)N1C(CC(C1)N(CC1=C(C=C(C=C1)F)F)C(=O)OC(C)(C)C)C(=O)O (1-benzyl-4-[tert-butoxycarbonyl-(2,4-difluoro-benzyl)-amino]-pyrrolidine-2-carboxylic acid), C(C)OC1=CC=C(C=C1)N1CCNCC1 (1-(4-ethoxy-phenyl)-piperazine). Product: C(C1=CC=CC=C1)N1[C@@H](C[C@@H](C1)NCC1=C(C=C(C=C1)F)F)C(=O)N1CCN(CC1)C1=CC=C(C=C1)OCC ([(2S,4S)-1-Benzyl-4-(2,4-difluoro-benzylamino)-pyrrolidin-2-yl]-[4-(4-ethoxy-phenyl)-piperazin-1-yl]-methanone). The yield is 2.4%. As a reaction SMILES: [CH2:1]([N:8]1[CH2:12][CH:11]([N:13](C(OC(C)(C)C)=O)[CH2:14][C:15]2[CH:20]=[CH:19][C:18]([F:21])=[CH:17][C:16]=2[F:22])[CH2:10][CH:9]1[C:30](O)=[O:31])[C:2]1[CH:7]=[CH:6][CH:5]=[CH:4][CH:3]=1.[CH2:33]([O:35][C:36]1[CH:41]=[CH:40][C:39]([N:42]2[CH2:47][CH2:46][NH:45][CH2:44][CH2:43]2)=[CH:38][CH:37]=1)[CH3:34]>>[CH2:1]([N:8]1[CH2:12][C@@H:11]([NH:13][CH2:14][C:15]2[CH:20]=[CH:19][C:18]([F:21])=[CH:17][C:16]=2[F:22])[CH2:10][C@H:9]1[C:30]([N:45]1[CH2:44][CH2:43][N:42]([C:39]2[CH:38]=[CH:37][C:36]([O:35][CH2:33][CH3:34])=[CH:41][CH:40]=2)[CH2:47][CH2:46]1)=[O:31])[C:2]1[CH:7]=[CH:6][CH:5]=[CH:4][CH:3]=1. Reported procedure: As described for Example 1f, 1-benzyl-4-[tert-butoxycarbonyl-(2,4-difluoro-benzyl)-amino]-pyrrolidine-2-carboxylic acid (60.0 mg, 0.134 mmol) was converted, using 1-(4-ethoxy-phenyl)-piperazine instead of 2-piperazin-1-yl-benzonitrile, to the title compound (1.7 mg, 2.4%) as light yellow oil. MS m/e=535.5 [M+H]+. The reactants are N1=C(C=CC2=CC=CC=C12)CCO (2-(quinolin-2-yl)ethanol), BrC=1C=CC=2N(C1)C(NN2)=O (6-bromo-[1,2,4]triazolo[4,3-a]pyridin-3(2H)-one), CC(C)OC(=O)/N=N/C(=O)OC(C)C (DIAD), C1(=CC=CC=C1)P(C1=CC=CC=C1)C1=CC=CC=C1 (triphenylphosphine). Solvent: C1CCOC1 (THF). Reaction conditions: time 10 minute. The product is BrC=1C=CC=2N(C1)C(N(N2)CCC2=NC1=CC=CC=C1C=C2)=O (6-bromo-2-(2-(quinolin-2-yl)ethyl)-[1,2,4]-triazolo[4,3-a]pyridin-3(2H)-one). Isolated yield 46.4%. Reaction SMILES: [N:1]1[C:10]2[C:5](=[CH:6][CH:7]=[CH:8][CH:9]=2)[CH:4]=[CH:3][C:2]=1[CH2:11][CH2:12]O.CC(OC(/N=N/C(OC(C)C)=O)=O)C.C1(P(C2C=CC=CC=2)C2C=CC=CC=2)C=CC=CC=1.[Br:47][C:48]1[CH:49]=[CH:50][C:51]2[N:52]([C:54](=[O:57])[NH:55][N:56]=2)[CH:53]=1>C1COCC1>[Br:47][C:48]1[CH:49]=[CH:50][C:51]2[N:52]([C:54](=[O:57])[N:55]([CH2:12][CH2:11][C:2]3[CH:3]=[CH:4][C:5]4[C:10](=[CH:9][CH:8]=[CH:7][CH:6]=4)[N:1]=3)[N:56]=2)[CH:53]=1. Reported procedure: In a 1-dram vial were placed 2-(quinolin-2-yl)ethanol (405 mg, 2.80 mmol), DIAD (472 mg, 2.34 mmol) and triphenylphosphine (613 mg, 2.34 mmol) in THF (11.7 mL). The mixture was stirred at room temperature for 10 min, and 3-3 (600 mg, 2.80 mmol) was added in one portion. The reaction was further stirred for 10 min. The crude product was dried under stream of N2 and purified by reversed phase HPLC to give 480 mg (55%) of 3-4. HRMS (ES) 369.0348 (M+H) found, 369.0349 required. Reactants: NC1=NC=C(C#N)C=C1 (6-aminonicotinonitrile), [Si](C)(C)(C(C)(C)C)OC1CN(C1)C[C@@H](C(=O)OC)OC1=C2C(=NC=N1)N(N=C2)C2=C(C=CC=C2Cl)Cl ((S)-methyl 3-(3-(tert-butyldimethylsilyloxy)azetidin-1-yl)-2-(1-(2,6-dichlorophenyl)-1H-pyrazolo[3,4-d]pyrimidin-4-yloxy)propanoate). Yields the product [Si](C)(C)(C(C)(C)C)OC1CN(C1)C[C@@H](C(=O)NC1=NC=C(C=C1)C#N)OC1=C2C(=NC=N1)N(N=C2)C2=C(C=CC=C2Cl)Cl ((S)-3-(3-(tert-butyldimethylsilyloxy)azetidin-1-yl)-N-(5-cyanopyridin-2-yl)-2-(1-(2,6-dichlorophenyl)-1H-pyrazolo[3,4-d]pyrimidin-4-yloxy)propanamide). Reaction SMILES: [NH2:1][C:2]1[CH:9]=[CH:8][C:5]([C:6]#[N:7])=[CH:4][N:3]=1.[Si:10]([O:17][CH:18]1[CH2:21][N:20]([CH2:22][C@H:23]([O:28][C:29]2[N:34]=[CH:33][N:32]=[C:31]3[N:35]([C:38]4[C:43]([Cl:44])=[CH:42][CH:41]=[CH:40][C:39]=4[Cl:45])[N:36]=[CH:37][C:30]=23)[C:24](OC)=[O:25])[CH2:19]1)([C:13]([CH3:16])([CH3:15])[CH3:14])([CH3:12])[CH3:11]>>[Si:10]([O:17][CH:18]1[CH2:19][N:20]([CH2:22][C@H:23]([O:28][C:29]2[N:34]=[CH:33][N:32]=[C:31]3[N:35]([C:38]4[C:39]([Cl:45])=[CH:40][CH:41]=[CH:42][C:43]=4[Cl:44])[N:36]=[CH:37][C:30]=23)[C:24]([NH:1][C:2]2[CH:9]=[CH:8][C:5]([C:6]#[N:7])=[CH:4][N:3]=2)=[O:25])[CH2:21]1)([C:13]([CH3:15])([CH3:16])[CH3:14])([CH3:11])[CH3:12]. Procedure: Using a procedure analogous to that described for Intermediate BD12 using 6-aminonicotinonitrile and (S)-methyl 3-(3-(tert-butyldimethylsilyloxy)azetidin-1-yl)-2-(1-(2,6-dichlorophenyl)-1H-pyrazolo[3,4-d]pyrimidin-4-yloxy)propanoate (Intermediate BJ1). Reactants: C(C)(=O)NC1=CC=C(C=C1)S(=O)(=O)N=[N+]=[N-] (4-acetylaminobenzenesulfonylazide), C(C)(=O)NC1=CC=C(C=C1)S(=O)(=O)N=[N+]=[N-] (4-Acetylaminobenzenesulfonylazide), Cl (hydrochloric acid). Run at time 20 minute. Yields the product Cl.NC1=CC=C(C=C1)S(=O)(=O)N=[N+]=[N-] (4-Aminobenzensulfonylazide Hydrochloride). Reaction SMILES: C([NH:4][C:5]1[CH:10]=[CH:9][C:8]([S:11]([N:14]=[N+:15]=[N-:16])(=[O:13])=[O:12])=[CH:7][CH:6]=1)(=O)C.[ClH:17]>>[ClH:17].[NH2:4][C:5]1[CH:10]=[CH:9][C:8]([S:11]([N:14]=[N+:15]=[N-:16])(=[O:12])=[O:13])=[CH:7][CH:6]=1 |f:2.3|. Procedure: The 4-acetylaminobenzenesulfonylazide obtained according to (1) is stirred with 400 g 32-% aqueous hydrochloric acid and the mixture is brought to a temperature of 95° C. within 20 minutes. The substance goes into solution completely. Upon cooling, the hydrochloride of the 4-aminobenzenesulfonylazide crystallizes out from the hot hydrochloric solution and is filtered off. The reactants are OCC1=C(C=CC=C1)S (2-(hydroxymethyl)thiophenol), Cl.Cl.ClCCCN1CCN(CC1)C1=CC=CC=C1 (1-(3-chloropropyl)-4-phenylpiperazine dihydrochloride), C([O-])([O-])=O.[K+].[K+] (potassium carbonate). Run in CN(C=O)C (dimethylformamide). Reaction conditions: temperature 50 celsius, time 6 hour. Yields the product C1(=CC=CC=C1)N1CCN(CC1)CCCSC1=C(CO)C=CC=C1 (2-[3-(4-phenylpiperazin-1-yl)propylthio]benzylalcohol). Isolated yield 89.7%. Reaction SMILES: [OH:1][CH2:2][C:3]1[CH:8]=[CH:7][CH:6]=[CH:5][C:4]=1[SH:9].Cl.Cl.Cl[CH2:13][CH2:14][CH2:15][N:16]1[CH2:21][CH2:20][N:19]([C:22]2[CH:27]=[CH:26][CH:25]=[CH:24][CH:23]=2)[CH2:18][CH2:17]1.C(=O)([O-])[O-].[K+].[K+]>CN(C)C=O>[C:22]1([N:19]2[CH2:18][CH2:17][N:16]([CH2:15][CH2:14][CH2:13][S:9][C:4]3[CH:5]=[CH:6][CH:7]=[CH:8][C:3]=3[CH2:2][OH:1])[CH2:21][CH2:20]2)[CH:27]=[CH:26][CH:25]=[CH:24][CH:23]=1 |f:1.2.3,4.5.6|. Procedure: A mixture of 1.56 g of 2-(hydroxymethyl)thiophenol, 3.77 g of 1-(3-chloropropyl)-4-phenylpiperazine dihydrochloride, 5.02 g of potassium carbonate and 40 ml of dimethylformamide is stirred at 50° C. for 6 hours. Insoluble materials are filtered off, and the filtrate is concentrated under reduced pressure to remove solvent. Water is added to the residue, and the aqueous mixture is extracted with ethyl acetate. The extract is washed with water, dried and concentrated under reduced pressure to remo... The reactants are [H-].[Na+] (sodium hydride), oil, C(C1=CC=CC=C1)OC1=CC=C(C=C1)C(C#N)N(CC)CC (2-(4-benzyloxyphenyl) -2-(N,N-diethylamino)acetonitrile), [H-].[Na+] (NaH), CN(C)C=O (DMF), COC1=CC=C(CCl)C=C1 (4-methoxybenzylchloride), CN(C)C=O (DMF), CN(C)C=O (DMF). The solvent is CCCCCC (hexane). Reaction conditions: time 1 hour. Product: C(C1=CC=CC=C1)OC1=CC=C(C=C1)C(CC1=CC=C(C=C1)OC)=O (1-(4-Benzyloxyphenyl)-2-(4-methoxyphenyl)ethan-1-one). Yield: 85.0%. RXN SMILES: [H-].[Na+].[CH2:3]([O:10][C:11]1[CH:16]=[CH:15][C:14]([CH:17](N(CC)CC)[C:18]#N)=[CH:13][CH:12]=1)[C:4]1[CH:9]=[CH:8][CH:7]=[CH:6][CH:5]=1.[CH3:25][O:26][C:27]1[CH:34]=[CH:33][C:30](CCl)=[CH:29][CH:28]=1.CN(C=[O:39])C>CCCCCC>[CH2:3]([O:10][C:11]1[CH:12]=[CH:13][C:14]([C:17](=[O:39])[CH2:18][C:30]2[CH:33]=[CH:34][C:27]([O:26][CH3:25])=[CH:28][CH:29]=2)=[CH:15][CH:16]=1)[C:4]1[CH:5]=[CH:6][CH:7]=[CH:8][CH:9]=1 |f:0.1|. Procedure details: A 60% dispersion of sodium hydride in mineral oil (17 g, 0.42 mol) was washed with hexane and suspended in 200 mL DMF. 2-(4-benzyloxyphenyl) -2-(N,N-diethylamino)acetonitrile (94 g, 0.32 mol) in 350 mL DMF was added dropwise over 1 h at rt to the NaH suspension and stirred an additional 1 h. A 300 mL DMF solution of 4-methoxybenzylchloride (50 g, 0.32 mol) was added dropwise over 45 min to the reaction mixture causing a mild exotherm to 45°. The reaction mixture was stirred for 16 h at rt, coole...